This data is from the Open Reaction Database (ORD), a public repository of structured organic reaction records. The task is: describe an organic reaction: reactants, conditions, products, and yield The reactants are B, O=C(O)c1cccc2c(Br)c3ccccc3cc12, C1CCOC1, CCOC(C)=O, CCCCCC. Product: OCc1cccc2c(Br)c3ccccc3cc12. Reaction SMILES: [BH3:19].[Br:1][c:2]1[c:3]2[cH:4][cH:5][cH:6][c:7]([C:16](=[O:17])[OH:18])[c:8]2[cH:9][c:10]2[cH:11][cH:12][cH:13][cH:14][c:15]12.[CH2:32]1[O:33][CH2:34][CH2:35][CH2:36]1.[CH3:20][CH2:21][O:22][C:23]([CH3:24])=[O:25].[CH3:26][CH2:27][CH2:28][CH2:29][CH2:30][CH3:31]>>[Br:1][c:2]1[c:3]2[cH:4][cH:5][cH:6][c:7]([CH2:16][OH:17])[c:8]2[cH:9][c:10]2[cH:11][cH:12][cH:13][cH:14][c:15]12. The reactants are ClSC1=C(C(=O)Cl)C=CC=C1 (2-Chlorosulphenylbenzoyl chloride), CC(CCC)N (1-methylbutylamine). Solvent: C(C)OCC (diethylether), CCOCC (ether), C(C)OCC (diethylether). Reaction conditions: time 16 hour. The product is CC(CCC)N1SC2=C(C1=O)C=CC=C2 (2-(1-methylbutyl)benzisothiazolin-3-one). RXN SMILES: Cl[S:2][C:3]1[CH:11]=[CH:10][CH:9]=[CH:8][C:4]=1[C:5](Cl)=[O:6].[CH3:12][CH:13]([NH2:17])[CH2:14][CH2:15][CH3:16]>C(OCC)C>[CH3:12][CH:13]([N:17]1[C:5](=[O:6])[C:4]2[CH:8]=[CH:9][CH:10]=[CH:11][C:3]=2[S:2]1)[CH2:14][CH2:15][CH3:16]. Procedure: 2-Chlorosulphenylbenzoyl chloride (6 parts, 0.029M) dissolved in diethylether (30 ml) was added dropwise at 0 to 3° C. to a stirred solution of 1-methylbutylamine (7.36 parts, 0.84M ex Aldrich) in diethylether (30 ml). The reactants were stirred for 16 hours whilst allowing the temperature to rise to about 20° C. The ether solution was then screened, washed with water and dried over magnesium sulphate. After evaporation of the ether, the product was obtained as a pale yellow gum (5.5 parts, 86% ...